Dataset: the Open Reaction Database (ORD), a public repository of structured organic reaction records. Task: describe an organic reaction: reactants, conditions, products, and yield The reactants are FC(C=1C=C(CNC(C2=CC(=NC=C2)C2=C(C=CC(=C2)N2CCCCC2)NC(C2=CC(=CC=C2)CBr)=O)=O)C=CC1)(F)F (N-(3-(trifluoromethyl)benzyl)-2-(2-(3-(bromomethyl)benzamido)-5-(piperidin-1-yl)phenyl)isonicotinamide), N1C[C@H](CC1)NC(C)=O ((S)—N-(pyrrolidin-3-yl)acetamide), C([O-])([O-])=O.[K+].[K+] (potassium carbonate), [I-].[K+] (potassium iodide). Run in CN(C=O)C (N,N-dimethylformamide), O (water). Conditions: temperature 70 celsius, time 3 hour. Product: C(C)(=O)N[C@@H]1CN(CC1)CC=1C=C(C(=O)NC2=C(C=C(C=C2)N2CCCCC2)C=2C=C(C(=O)NCC3=CC(=CC=C3)C(F)(F)F)C=CN2)C=CC1 ((S)-2-(2-(3-((3-Acetamidopyrrolidin-1-yl)methyl)benzamido)-5-(piperidin-1-yl)phenyl)-N-(3-(trifluoromethyl)benzyl)isonicotinamide). Yield: 36.9%. As a reaction SMILES: [F:1][C:2]([F:43])([F:42])[C:3]1[CH:4]=[C:5]([CH:39]=[CH:40][CH:41]=1)[CH2:6][NH:7][C:8](=[O:38])[C:9]1[CH:14]=[CH:13][N:12]=[C:11]([C:15]2[CH:20]=[C:19]([N:21]3[CH2:26][CH2:25][CH2:24][CH2:23][CH2:22]3)[CH:18]=[CH:17][C:16]=2[NH:27][C:28](=[O:37])[C:29]2[CH:34]=[CH:33][CH:32]=[C:31]([CH2:35]Br)[CH:30]=2)[CH:10]=1.C(=O)([O-])[O-].[K+].[K+].[I-].[K+].[NH:52]1[CH2:56][CH2:55][C@H:54]([NH:57][C:58](=[O:60])[CH3:59])[CH2:53]1>CN(C)C=O.O>[C:58]([NH:57][C@H:54]1[CH2:55][CH2:56][N:52]([CH2:35][C:31]2[CH:30]=[C:29]([CH:34]=[CH:33][CH:32]=2)[C:28]([NH:27][C:16]2[CH:17]=[CH:18][C:19]([N:21]3[CH2:26][CH2:25][CH2:24][CH2:23][CH2:22]3)=[CH:20][C:15]=2[C:11]2[CH:10]=[C:9]([CH:14]=[CH:13][N:12]=2)[C:8]([NH:7][CH2:6][C:5]2[CH:39]=[CH:40][CH:41]=[C:3]([C:2]([F:43])([F:42])[F:1])[CH:4]=2)=[O:38])=[O:37])[CH2:53]1)(=[O:60])[CH3:59] |f:1.2.3,4.5|. Reported procedure: Into a 50-mL round-bottom flask, was placed a solution of N-(3-(trifluoromethyl)benzyl)-2-(2-(3-(bromomethyl)benzamido)-5-(piperidin-1-yl)phenyl)isonicotinamide (100 mg, 0.15 mmol, 1.00 equiv) in N,N-dimethylformamide (10 mL), potassium carbonate (62 mg, 0.45 mmol, 2.92 equiv), potassium iodide (5 mg, 0.03 mmol, 0.20 equiv), and (S)—N-(pyrrolidin-3-yl)acetamide (38.5 mg, 0.30 mmol, 1.96 equiv). The resulting solution was stirred for 3 h at 70° C. in an oil bath. The resulting solution was dilute...